This data is from the Open Reaction Database (ORD), a public repository of structured organic reaction records. The task is: describe an organic reaction: reactants, conditions, products, and yield Reactants: C1(=CC=C(C=C1)S(=O)(=O)Cl)C (p-Toluenesulfonyl chloride), CC=1N=C(SC1C1=CC=NC=C1)C(=O)N (4-methyl-5-(4-pyridinyl)-thiazole-2-carboxamide). The solvent is N1=CC=CC=C1 (pyridine). Conditions: temperature 90 celsius, time 21 hour. The product is C(#N)C=1SC(=C(N1)C)C1=CC=NC=C1 (2-cyano-4-methyl-5-(4-pyridinyl)-thiazole). Isolated yield 53.3%. Reaction SMILES: C1(C)C=CC(S(Cl)(=O)=O)=CC=1.[CH3:12][C:13]1[N:14]=[C:15]([C:24]([NH2:26])=O)[S:16][C:17]=1[C:18]1[CH:23]=[CH:22][N:21]=[CH:20][CH:19]=1>N1C=CC=CC=1>[C:24]([C:15]1[S:16][C:17]([C:18]2[CH:23]=[CH:22][N:21]=[CH:20][CH:19]=2)=[C:13]([CH3:12])[N:14]=1)#[N:26]. Procedure: p-Toluenesulfonyl chloride (860 mg) was added to a stirred suspension of 4-methyl-5-(4-pyridinyl)-thiazole-2-carboxamide (450 mg) in dry pyridine (5 ml) under ice-cooling, and the mixture was stirred at 90° C. for 21 hours. The mixture was evaporated to dryness, and the residue was dissolved 2N hydrochloric acid aqueous solution (10-15 ml), washed twice with chloroform, and made alkaline by addition of 2N sodium hydroxide aqueous solution. The resulting precipitates were extracted with chlorofor... Yields the product CC(C)(C)c1ccc([N+](=O)[O-])cc1C=CCC=O. As a reaction SMILES: [C:1]([CH3:2])([CH3:3])([CH3:4])[c:5]1[c:6]([CH:14]=[CH:15][CH2:16][CH2:17][OH:18])[cH:7][c:8]([N+:11](=[O:12])[O-:13])[cH:9][cH:10]1.[CH3:25][S:26]([CH3:27])=[O:28].[Cl-:29].[Cl:19][C:20]([C:21]([Cl:22])=[O:23])=[O:24].[Cl:31][CH2:32][Cl:33].[NH4+:30].[OH2:34]>>[C:1]([CH3:2])([CH3:3])([CH3:4])[c:5]1[c:6]([CH:14]=[CH:15][CH2:16][CH:17]=[O:18])[cH:7][c:8]([N+:11](=[O:12])[O-:13])[cH:9][cH:10]1. Starting materials: CC(C)(C)c1ccc([N+](=O)[O-])cc1C=CCCO, CS(C)=O, [Cl-], O=C(Cl)C(=O)Cl, ClCCl, [NH4+], O. Starting materials: COC1=CC=C(C=C1)N1N=C(C=C1C=1C=NC(=CC1)C)C1(CCC2(OCCO2)CC1)O (8-(1-(4-Methoxyphenyl)-5-(6-methylpyridin-3-yl)-1H-pyrazol-3-yl)-1,4-dioxaspiro[4.5]decan-8-ol), [OH-].[Na+] (sodium hydroxide). Solvent: O1CCCC1 (tetrahydrofuran), Cl (hydrochloric acid). Conditions: time 3 hour. The product is OC1(CCC(CC1)=O)C1=NN(C(=C1)C=1C=NC(=CC1)C)C1=CC=C(C=C1)OC (4-Hydroxy-4-(1-(4-methoxyphenyl)-5-(6-methylpyridin-3-yl)-1H-pyrazol-3-yl)-cyclohexan-1-one). Yield: 96.7%. RXN SMILES: [CH3:1][O:2][C:3]1[CH:8]=[CH:7][C:6]([N:9]2[C:13]([C:14]3[CH:15]=[N:16][C:17]([CH3:20])=[CH:18][CH:19]=3)=[CH:12][C:11]([C:21]3([OH:31])[CH2:30][CH2:29][C:24]4(OCC[O:25]4)[CH2:23][CH2:22]3)=[N:10]2)=[CH:5][CH:4]=1.[OH-].[Na+]>O1CCCC1.Cl>[OH:31][C:21]1([C:11]2[CH:12]=[C:13]([C:14]3[CH:15]=[N:16][C:17]([CH3:20])=[CH:18][CH:19]=3)[N:9]([C:6]3[CH:5]=[CH:4][C:3]([O:2][CH3:1])=[CH:8][CH:7]=3)[N:10]=2)[CH2:30][CH2:29][C:24](=[O:25])[CH2:23][CH2:22]1 |f:1.2|. Procedure details: To a solution of 8-(1-(4-methoxyphenyl)-5-(6-methylpyridin-3-yl)-1H-pyrazol-3-yl)-1,4-dioxaspiro[4.5]decan-8-ol (Reference Example 31) (128.8 mg, 0.30 mmol) in tetrahydrofuran (0.6 mL), 6 M hydrochloric acid (1.2 mL) was added, and the obtained solution was stirred at room temperature for 3 hours. The reaction solution was cooled in ice, and 50% aqueous sodium hydroxide solution was added dropwise thereto at 0° C. until it became basic. Thereafter, the resulting solution was extracted with ethyl... The reactants are CCc1ccc(F)c(N2CCOCC2)c1, C1CCOC1, [Li]CCCC, CN(C)C=O. The product is CCc1cc(C=O)c(F)c(N2CCOCC2)c1. As a reaction SMILES: [CH2:1]([CH3:2])[c:3]1[cH:4][cH:5][c:6]([F:15])[c:7]([N:9]2[CH2:10][CH2:11][O:12][CH2:13][CH2:14]2)[cH:8]1.[CH2:26]1[O:27][CH2:28][CH2:29][CH2:30]1.[CH3:16][CH2:17][CH2:18][CH2:19][Li:20].[O:21]=[CH:22][N:23]([CH3:24])[CH3:25]>>[CH2:1]([CH3:2])[c:3]1[cH:4][c:5]([CH:22]=[O:21])[c:6]([F:15])[c:7]([N:9]2[CH2:10][CH2:11][O:12][CH2:13][CH2:14]2)[cH:8]1. Starting materials: COc1cc(Br)ccc1Cl, Cc1c(C)c(N2CCNCC2)c(C)c2c1OC(C)(C)C2. RXN SMILES: [Br:21][c:22]1[cH:23][c:24]([O:29][CH3:30])[c:25]([Cl:28])[cH:26][cH:27]1.[CH3:1][C:2]1([CH3:20])[O:3][c:4]2[c:5]([c:7]([CH3:19])[c:8]([N:13]3[CH2:14][CH2:15][NH:16][CH2:17][CH2:18]3)[c:9]([CH3:12])[c:10]2[CH3:11])[CH2:6]1>>[CH3:1][C:2]1([CH3:20])[O:3][c:4]2[c:5]([c:7]([CH3:19])[c:8]([N:13]3[CH2:14][CH2:15][N:16]([c:22]4[cH:23][c:24]([O:29][CH3:30])[c:25]([Cl:28])[cH:26][cH:27]4)[CH2:17][CH2:18]3)[c:9]([CH3:12])[c:10]2[CH3:11])[CH2:6]1. Yields the product COc1cc(N2CCN(c3c(C)c(C)c4c(c3C)CC(C)(C)O4)CC2)ccc1Cl. Reactants: [OH-].[Na+] (sodium hydroxide), aqueous solution, C1(=CC=CC=C1)S(=O)(=O)[O-].[Na+] (sodium benzenesulfonate), C(CO)Br (ethylenebromohydrin). Run in aqueous solution. Yields the product C1(=CC=CC=C1)S(=O)(=O)CCO (2-Phenylsulfonylethanol). Yield: 28.1%. RXN SMILES: [C:1]1([S:7]([O-:10])(=[O:9])=O)[CH:6]=[CH:5][CH:4]=[CH:3][CH:2]=1.[Na+].[CH2:12](Br)[CH2:13][OH:14].[OH-].[Na+]>>[C:1]1([S:7]([CH2:12][CH2:13][OH:14])(=[O:9])=[O:10])[CH:2]=[CH:3][CH:4]=[CH:5][CH:6]=1 |f:0.1,3.4|. Reported procedure: 1,000 ml of an aqueous solution containing 509 g (2.16 mol) of sodium benzenesulfonate (dihydrate) was heated to 80°-90° C. and stirred. To this solution were added at the same time 539 g (4.31 mol) of ethylenebromohydrin and 100 ml of an aqueous solution containing 45 g of sodium hydroxide while maintaining the pH of the reaction solution at 7-8. After the addition was completed, the reaction solution was further stirred for 2 hours at 80°-90° C. and then cooled to room temperature. Then, the r... Reactants: C1(=CC=C(C=C1)CP(O)(=O)C)CP(O)(=O)C (p-xylylene-bis-(methylphosphinic acid)), C(=O)(Cl)Cl (phosgene). Product: C12=CC=C(C=C1)CP(=O)(C)OP(=O)(C2)C (p-xylylene-bis-(methylphosphinic acid)-anhydride). Yield: 100.0%. RXN SMILES: [C:1]1([CH2:12][P:13]([CH3:16])(=[O:15])[OH:14])[CH:6]=[CH:5][C:4]([CH2:7][P:8]([CH3:11])(=O)[OH:9])=[CH:3][CH:2]=1.C(Cl)(Cl)=O>>[C:1]12[CH2:12][P:13]([CH3:16])(=[O:15])[O:14][P:8]([CH3:11])(=[O:9])[CH2:7][C:4]([CH:5]=[CH:6]1)=[CH:3][CH:2]=2. Procedure details: 44 Grams of p-xylylene-bis-(methylphosphinic acid) are heated to 240° C., and phosgene is slowly introduced, while stirring. In the course of 1.5 hours the temperature is reduced to 210° C. Subsequently nitrogen is passed through the mixture at this temperature. 41 Grams of p-xylylene-bis-(methylphosphinic acid)-anhydride are obtained which have a solidification point of from about 165° to 175° C. The reactants are O (water), ClC(C(=O)C=1N(C=CC1)C=1C=C(C(=O)OC)C=CC1)(Cl)Cl (methyl 3-(2-trichloroacetylpyrrol-1-yl)benzoate), C(C1=CC=CC=C1)O (benzyl alcohol), C([O-])([O-])=O.[K+].[K+] (potassium carbonate). Run in CN(C=O)C (N,N-dimethylformamide). Conditions: time 6 hour. Product: C(C1=CC=CC=C1)OC(=O)C=1N(C=CC1)C=1C=C(C(=O)OC)C=CC1 (methyl 3-(2-benzyloxycarbonylpyrrol-1-yl)benzoate). Reaction SMILES: ClC(Cl)(Cl)[C:3]([C:5]1[N:6]([C:10]2[CH:11]=[C:12]([CH:17]=[CH:18][CH:19]=2)[C:13]([O:15][CH3:16])=[O:14])[CH:7]=[CH:8][CH:9]=1)=[O:4].[CH2:22]([OH:29])[C:23]1[CH:28]=[CH:27][CH:26]=[CH:25][CH:24]=1.C(=O)([O-])[O-].[K+].[K+].O>CN(C)C=O>[CH2:22]([O:29][C:3]([C:5]1[N:6]([C:10]2[CH:11]=[C:12]([CH:17]=[CH:18][CH:19]=2)[C:13]([O:15][CH3:16])=[O:14])[CH:7]=[CH:8][CH:9]=1)=[O:4])[C:23]1[CH:28]=[CH:27][CH:26]=[CH:25][CH:24]=1 |f:2.3.4|. Procedure details: The mixture of methyl 3-(2-trichloroacetylpyrrol-1-yl)benzoate (10.0 g), benzyl alcohol (3.3 ml) and potassium carbonate (4.4 g) in N,N-dimethylformamide (30 ml) was stirred for 6 hours at ambient temperature. The reaction mixture was poured into water and the mixture was extracted with ethyl acetate. The extract was washed with water, dried over magnesium sulfate, and evaporated. The residue was purified by column chromatography on silica gel eluting with toluene. The eluted fractions containin... Yields the product [Cl-], COc1ccc(C[n+]2ccc(C(=O)N3CCc4ccccc4C3)cc2)cc1OC. Reaction SMILES: [CH3:19][O:20][c:21]1[cH:22][c:23]([CH2:24][Cl:25])[cH:26][cH:27][c:28]1[O:29][CH3:30].[CH3:31][CH2:32][O:33][C:34](=[O:35])[CH3:36].[n:1]1[cH:2][cH:3][c:4]([C:7](=[O:8])[N:9]2[CH2:10][c:11]3[cH:12][cH:13][cH:14][cH:15][c:16]3[CH2:17][CH2:18]2)[cH:5][cH:6]1>>[Cl-:25].[n+:1]1([CH2:24][c:23]2[cH:22][c:21]([O:20][CH3:19])[c:28]([O:29][CH3:30])[cH:27][cH:26]2)[cH:2][cH:3][c:4]([C:7](=[O:8])[N:9]2[CH2:10][c:11]3[cH:12][cH:13][cH:14][cH:15][c:16]3[CH2:17][CH2:18]2)[cH:5][cH:6]1. Reactants: COc1ccc(CCl)cc1OC, CCOC(C)=O, O=C(c1ccncc1)N1CCc2ccccc2C1. Reactants: Cl (Hydrogen chloride), C1(=CC(=CC=C1)C(=O)Cl)C (m-toluoyl chloride), ClC1=CC=C(C=C1)Cl (1,4-dichlorobenzene), [Cl-].[Al+3].[Cl-].[Cl-] (Aluminum chloride). Solvent: CCOCC (Ether). Reaction conditions: temperature 100 celsius, time 3 hour. The product is ClC1=C(C(=O)C2=CC(=CC=C2)C)C=C(C=C1)Cl (2,5-Dichloro-3'-methylbenzophenone). The yield is 44.4%. RXN SMILES: [C:1]1([CH3:10])[CH:6]=[CH:5][CH:4]=[C:3]([C:7](Cl)=[O:8])[CH:2]=1.[Cl:11][C:12]1[CH:17]=[CH:16][C:15]([Cl:18])=[CH:14][CH:13]=1.[Cl-].[Al+3].[Cl-].[Cl-].Cl>CCOCC>[Cl:11][C:12]1[CH:17]=[CH:16][C:15]([Cl:18])=[CH:14][C:13]=1[C:7]([C:3]1[CH:4]=[CH:5][CH:6]=[C:1]([CH3:10])[CH:2]=1)=[O:8] |f:2.3.4.5|. Procedure details: A mixture of m-toluoyl chloride (22 g, 0.17 mol) and 1,4-dichlorobenzene (120 g, 0.82 mol) was heated to 100° C. in a flask. Aluminum chloride (60 g, 0.45 mol) was added in one portion. Hydrogen chloride started to evolve from the solution. The mixture was heated to 170° C. in 30 min. and stirred at this temperature for 3 hours. The resulting brownish solution was cooled to about 80° C. and poured onto ice. Ether (50 ml) was added. The organic layer was separated and distilled under vacuum after...